Dataset: the Open Reaction Database (ORD), a public repository of structured organic reaction records. Task: describe an organic reaction: reactants, conditions, products, and yield The reactants are CC[C@@H]1[C@H](C2=NC1=CC3=C(C4=C([N-]3)C(=C5[C@H]([C@@H](C(=N5)C=C6C(=C(C(=C2)[N-]6)C(=O)C)C)C)CCC(=O)OC/C=C(\C)/CCC[C@H](C)CCC[C@H](C)CCCC(C)C)[C@H](C4=O)C(=O)OC)C)C.[Mg+2] (bacteriochlorophyll a). The solvent is FC(C(=O)O)(F)F (trifluoroacetic acid), O (water). Procedure details: A solution of bacteriochlorophyll a (15) (45 mg, 0.05 mmol, a product of Sigma-Aldrich Corp.) in a mixture of trifluoroacetic acid (1.2 mL) and water (0.3 mL) was kept at room temperature for 3 hours, concentrated in vacuum (˜20 mmHg) at room temperature, diluted with water and extracted with dichloromethane. The extracts were washed with water, dried, concentrated, and purified on Silica gel with a mixture of 5% MeOH—CHCl3 to give 31 mg (98%) of bacteriopheophorbide a (14). RXN SMILES: [CH3:1][CH2:2][C@H:3]1[C:7]2=[CH:8][C:9]3[N-:13][C:12]4[C:14]([C@@H:57]([C:60]([O:62][CH3:63])=[O:61])[C:58](=[O:59])[C:11]=4[C:10]=3[CH3:64])=[C:15]3[N:19]=[C:18]([CH:20]=[C:21]4[N-:26][C:24](=[CH:25][C:5](=[N:6]2)[C@@H:4]1[CH3:65])[C:23]([C:27]([CH3:29])=[O:28])=[C:22]4[CH3:30])[C@@H:17]([CH3:31])[C@@H:16]3[CH2:32][CH2:33][C:34]([O:36]C/C=C(/CCC[C@@H](CCC[C@@H](CCCC(C)C)C)C)\C)=[O:35].[Mg+2]>FC(F)(F)C(O)=O.O>[CH3:1][CH2:2][C@H:3]1[C:7]2=[CH:8][C:9]3[NH:13][C:12]4[C:14]([C@@H:57]([C:60]([O:62][CH3:63])=[O:61])[C:58](=[O:59])[C:11]=4[C:10]=3[CH3:64])=[C:15]3[N:19]=[C:18]([CH:20]=[C:21]4[NH:26][C:24](=[CH:25][C:5](=[N:6]2)[C@@H:4]1[CH3:65])[C:23]([C:27]([CH3:29])=[O:28])=[C:22]4[CH3:30])[C@@H:17]([CH3:31])[C@@H:16]3[CH2:32][CH2:33][C:34]([OH:36])=[O:35] |f:0.1|. Yields the product CC[C@@H]1[C@H](C2=NC1=CC3=C(C4=C(N3)C(=C5[C@H]([C@@H](C(=N5)C=C6C(=C(C(=C2)N6)C(=O)C)C)C)CCC(=O)O)[C@H](C4=O)C(=O)OC)C)C (Bacteriopheophorbide a). Yield: 98.0%. Reaction conditions: time 3 hour. The reactants are NN (hydrazine), COC(C1=C(C=C(C(=O)N=C(C)N(C)C)C=C1)Cl)=O (2-Chloro N-(1-dimethylaminoethylidene)-terephthalamic acid methyl ester). Solvent: C(C)(=O)O (acetic acid). Run at temperature 90 celsius. The product is COC(C1=C(C=C(C=C1)C1=NNC(=N1)C)Cl)=O (2-Chloro-4-(5-methyl-1H-[1,2,4]triazol-3-yl)-benzoic acid methyl ester). The yield is 67.1%. RXN SMILES: [NH2:1]N.[CH3:3][O:4][C:5](=[O:21])[C:6]1[CH:19]=[CH:18][C:9]([C:10]([N:12]=[C:13]([N:15](C)C)[CH3:14])=O)=[CH:8][C:7]=1[Cl:20]>C(O)(=O)C>[CH3:3][O:4][C:5](=[O:21])[C:6]1[CH:19]=[CH:18][C:9]([C:10]2[N:12]=[C:13]([CH3:14])[NH:15][N:1]=2)=[CH:8][C:7]=1[Cl:20]. Reported procedure: Anhydrous hydrazine (0.30 mL, 9.6 mmol) was added via syringe to a solution of the intermediate of Step B (4.8 mmol) in glacial acetic acid (6 mL) under a nitrogen atmosphere. The reaction was heated at 90° C. for 30 minutes, then cooled and concentrated in vacuo to a light brown solid. The solid was redissolved in aqueous methanol and the solution neutralized with saturated aqueous sodium bicarbonate. The mixture was extracted with dichloromethane and ethyl actate, the extracts were combined an... Reactants: C1(C=CC=C2C3=CC=CC=C3C=C12)=O (fluorenone), NC1=CC=CC=C1 (aniline). The product is NC1=C(C=CC=C1)C1(C2=CC=CC=C2C=2C=CC=CC12)C1=C(C=CC=C1)N (9,9-bis(aminophenyl)fluorene). RXN SMILES: [C:1]1(=O)[C:13]2[C:5]([C:6]3[C:11]([CH:12]=2)=[CH:10][CH:9]=[CH:8][CH:7]=3)=[CH:4][CH:3]=[CH:2]1.[NH2:15][C:16]1[CH:21]=[CH:20][CH:19]=[CH:18][CH:17]=1>>[NH2:15][C:16]1[CH:21]=[CH:20][CH:19]=[CH:18][C:17]=1[C:12]1([C:17]2[CH:18]=[CH:19][CH:20]=[CH:21][C:16]=2[NH2:15])[C:11]2[CH:10]=[CH:9][CH:8]=[CH:7][C:6]=2[C:5]2[C:13]1=[CH:1][CH:2]=[CH:3][CH:4]=2. Reported procedure: More specifically, a symmetrical compound can be synthesized by the following method: A mixture containing a fluorenone and an aniline is refluxed in the presence of an acid catalyst to produce an intermediate 9,9-bis(aminophenyl)fluorene. The intermediate is subsequently reacted with aryl halides (Ar—X and Ar′—X, stepwise) in the presence of a catalyst such as palladium to obtain the desired symmetrical product. An asymmetrical compound, on the other hand, can be synthesized as follows: A react... The reactants are COC=1C=C(C(=O)N2CC(CC2)(C2=CC(=C(C=C2)F)F)CCN2CCC(CC2)NC2=NC3=C(N2CC(CC)=O)C=CC=C3)C=C(C1OC)OC (1-(3,4,5-trimethoxybenzoyl)-3-(2-(4-(1-(2-oxobutyl)-1H-benzimidazol-2-yl-amino)piperidin-1-yl)ethyl)-3-(3,4-difluorophenyl)pyrrolidine), CO (methanol), CO (methanol), Cl (hydrochloric acid). Solvent: C(C)OCC (diethyl ether). Run at time 18 hour. The product is Cl.COC=1C=C(C(=O)N2CC(CC2)(C2=CC(=C(C=C2)F)F)CCN2CCC(CC2)NC2=NC3=C(N2CC(CC)=O)C=CC=C3)C=C(C1OC)OC (1-(3,4,5-trimethoxybenzoyl)-3-(2-(4-(1-(2-oxobutyl)-1H-benzimidazol-2-yl-amino)piperidin-1-yl)ethyl)-3-(3,4-difluorophenyl)pyrrolidine Hydrochloride Salt). RXN SMILES: [CH3:1][O:2][C:3]1[CH:4]=[C:5]([CH:44]=[C:45]([O:49][CH3:50])[C:46]=1[O:47][CH3:48])[C:6]([N:8]1[CH2:12][CH2:11][C:10]([CH2:21][CH2:22][N:23]2[CH2:28][CH2:27][CH:26]([NH:29][C:30]3[N:34]([CH2:35][C:36](=[O:39])[CH2:37][CH3:38])[C:33]4[CH:40]=[CH:41][CH:42]=[CH:43][C:32]=4[N:31]=3)[CH2:25][CH2:24]2)([C:13]2[CH:18]=[CH:17][C:16]([F:19])=[C:15]([F:20])[CH:14]=2)[CH2:9]1)=[O:7].CO.[ClH:53]>C(OCC)C>[ClH:53].[CH3:50][O:49][C:45]1[CH:44]=[C:5]([CH:4]=[C:3]([O:2][CH3:1])[C:46]=1[O:47][CH3:48])[C:6]([N:8]1[CH2:12][CH2:11][C:10]([CH2:21][CH2:22][N:23]2[CH2:28][CH2:27][CH:26]([NH:29][C:30]3[N:34]([CH2:35][C:36](=[O:39])[CH2:37][CH3:38])[C:33]4[CH:40]=[CH:41][CH:42]=[CH:43][C:32]=4[N:31]=3)[CH2:25][CH2:24]2)([C:13]2[CH:18]=[CH:17][C:16]([F:19])=[C:15]([F:20])[CH:14]=2)[CH2:9]1)=[O:7] |f:4.5|. Reported procedure: Combine 1-(3,4,5-trimethoxybenzoyl)-3-(2-(4-(1-(2-oxobutyl)-1H-benzimidazol-2-yl-amino)piperidin-1-yl)ethyl)-3-(3,4-difluorophenyl)pyrrolidine (1.38 g) and methanol (100 mL). Add a solution of hydrochloric acid (1.90 mL, 4 M in dioxane) and stir. After 18 hour, evaporate in vacuo to give a residue. Combine the residue and methanol (5 mL) and stir rapidly. Add diethyl ether (200 mL). After 2 hours, decant the solvent and add diethyl ether. After 18 hours, collect the solid and dry in vacuo at 65°... The reactants are BrC1C(CC(C1)OC)=O (2-bromo-4-methoxycyclopentanone), BrC1C(CC(C1)OC)=O (2-bromo-4-methoxycyclopentanone), Cl.C(N)(=N)C=1C(=CC(=C(C(=O)OC)C1)C)C (methyl 5-carbamimidoyl-2,4-dimethylbenzoate hydrochloride), Cl.C(N)(=N)C=1C(=CC(=C(C(=O)OC)C1)C)C (methyl 5-carbamimidoyl-2,4-dimethylbenzoate hydrochloride), C([O-])([O-])=O.[K+].[K+] (potassium carbonate). Solvent: C(C)#N (ACN). Reaction conditions: temperature 80 celsius, time 8 hour. Yields the product OC12C(NC(=N1)C=1C(=CC(=C(C(=O)OC)C1)C)C)CC(C2)OC (Methyl 5-(3a-hydroxy-5-methoxy-1,3a,4,5,6,6a-hexahydrocyclopenta[d]imidazol-2-yl)-2,4-dimethylbenzoate). Yield: 47.6%. As a reaction SMILES: Br[CH:2]1[CH2:6][CH:5]([O:7][CH3:8])[CH2:4][C:3]1=[O:9].Cl.[C:11]([C:14]1[C:15]([CH3:25])=[CH:16][C:17]([CH3:24])=[C:18]([CH:23]=1)[C:19]([O:21][CH3:22])=[O:20])(=[NH:13])[NH2:12].C(=O)([O-])[O-].[K+].[K+]>C(#N)C>[OH:9][C:3]12[CH2:4][CH:5]([O:7][CH3:8])[CH2:6][CH:2]1[NH:13][C:11]([C:14]1[C:15]([CH3:25])=[CH:16][C:17]([CH3:24])=[C:18]([CH:23]=1)[C:19]([O:21][CH3:22])=[O:20])=[N:12]2 |f:1.2,3.4.5|. Procedure details: Into around-bottom flask, was placed a solution of 2-bromo-4-methoxycyclopentanone (compound 461.4, 600 mg, 1.86 mmol, 60%) in ACN (15 mL). Methyl 5-carbamimidoyl-2,4-dimethylbenzoate hydrochloride (compound 2.5, 320 mg) and potassium carbonate (430 mg, 3.11 mmol) were added and the mixture was stirred overnight at 80° C. The mixture was concentrated in vacuo and the residue was diluted with ethyl acetate (50 mL) and then washed with brine (2×20 mL), dried (Na2SO4), filtered and concentrated in ...